This data is from the Open Reaction Database (ORD), a public repository of structured organic reaction records. The task is: describe an organic reaction: reactants, conditions, products, and yield Starting materials: COCCBr, BrOBr, CS(C)=O, [K+], O=[N+]([O-])c1ccc(Sc2ccnc3cc[nH]c23)cc1, [OH-], O. Yields the product COCCn1ccc2nccc(Sc3ccc([N+](=O)[O-])cc3)c21. RXN SMILES: [Br:22][CH2:23][CH2:24][O:25][CH3:26].[Br:27][O:28][Br:29].[CH3:31][S:32]([CH3:33])=[O:34].[K+:2].[N+:3](=[O:4])([O-:5])[c:6]1[cH:7][cH:8][c:9]([S:12][c:13]2[c:14]3[c:15]([n:16][cH:17][cH:18]2)[cH:19][cH:20][nH:21]3)[cH:10][cH:11]1.[OH-:1].[OH2:30]>>[N+:3](=[O:4])([O-:5])[c:6]1[cH:7][cH:8][c:9]([S:12][c:13]2[c:14]3[c:15]([n:16][cH:17][cH:18]2)[cH:19][cH:20][n:21]3[CH2:23][CH2:24][O:25][CH3:26])[cH:10][cH:11]1.